Dataset: the Open Reaction Database (ORD), a public repository of structured organic reaction records. Task: describe an organic reaction: reactants, conditions, products, and yield Reaction SMILES: [Cl:1][C:2]1[C:7]([F:8])=[CH:6][CH:5]=[C:4]([Cl:9])[C:3]=1[CH:10]([O:13][Si:14]([CH3:17])([CH3:16])[CH3:15])[C:11]#N.[H-].C([Al+]CC(C)C)C(C)C.CCCCCC.CO.[C@H](O)(C([O-])=O)[C@@H](O)C([O-])=[O:39].[Na+].[K+]>C(Cl)Cl.O>[Cl:1][C:2]1[C:7]([F:8])=[CH:6][CH:5]=[C:4]([Cl:9])[C:3]=1[CH:10]([O:13][Si:14]([CH3:17])([CH3:16])[CH3:15])[CH:11]=[O:39] |f:1.2,5.6.7|. Run at temperature -64 celsius, time 2 hour. Procedure: To a 100 mL three-necked RBF were added 2-(2,6-dichloro-3-fluorophenyl)-2-((trimethylsilyl)oxy)acetonitrile (0.50 g, 1.711 mmol) and DCM (9 ml). The reaction mixture was purged with nitrogen and cooled to −64° C. Under a nitrogen atmosphere, diisobutylaluminum hydride, 1.0 M solution in hexane (2.6 ml, 2.6 mmol) was added dropwise. The mixture was stirred at −64° C. After 2 h, the reaction was quenched. While maintaining temp <−65° C., MeOH (1.4 ml, 34.2 mmol) was carefully added dropwise to the... Run in C(Cl)Cl (DCM), O (Water), C(Cl)Cl (DCM). Yields the product ClC1=C(C(=CC=C1F)Cl)C(C=O)O[Si](C)(C)C (2-(2,6-dichloro-3-fluorophenyl)-2-((trimethylsilyl)oxy)acetaldehyde). The reactants are [H-].C(C(C)C)[Al+]CC(C)C (diisobutylaluminum hydride), solution, CCCCCC (hexane), CO (MeOH), ClC1=C(C(=CC=C1F)Cl)C(C#N)O[Si](C)(C)C (2-(2,6-dichloro-3-fluorophenyl)-2-((trimethylsilyl)oxy)acetonitrile), [C@@H]([C@H](C(=O)[O-])O)(C(=O)[O-])O.[Na+].[K+] (Rochelle salt). The reactants are FC=1C(=C(C(=O)NOCCO)C=C(C1F)/C=N/OCCSC)NC1=C(C=C(C=C1)I)F ((E)-3,4-difluoro-2-(2-fluoro-4-iodo-phenylamino)-N-(2-hydroxy-ethoxy)-5-[(2-methylsulfanyl-ethyoxyimino)-methyl]-benzamide), ClC(C(=O)O)Cl (dichloroacetic acid). Solvent: C(Cl)Cl (methylene chloride). Reaction conditions: time 17 hour. Yields the product FC=1C(=C(C(=O)NOCCO)C=C(C1F)CNOCCSC)NC1=C(C=C(C=C1)I)F (3,4-difluoro-2-(2-fluoro-4-iodo-phenylamino)-N-(2-hydroxy-ethoxy)-5-[(2-methylsulfanyl-ethoxyamino)-methyl]-benzamide). The yield is 104.6%. As a reaction SMILES: [F:1][C:2]1[C:3]([NH:23][C:24]2[CH:29]=[CH:28][C:27]([I:30])=[CH:26][C:25]=2[F:31])=[C:4]([CH:12]=[C:13](/[CH:16]=[N:17]/[O:18][CH2:19][CH2:20][S:21][CH3:22])[C:14]=1[F:15])[C:5]([NH:7][O:8][CH2:9][CH2:10][OH:11])=[O:6].ClC(Cl)C(O)=O>C(Cl)Cl>[F:1][C:2]1[C:3]([NH:23][C:24]2[CH:29]=[CH:28][C:27]([I:30])=[CH:26][C:25]=2[F:31])=[C:4]([CH:12]=[C:13]([CH2:16][NH:17][O:18][CH2:19][CH2:20][S:21][CH3:22])[C:14]=1[F:15])[C:5]([NH:7][O:8][CH2:9][CH2:10][OH:11])=[O:6]. Procedure details: Namely, (E)-3,4-difluoro-2-(2-fluoro-4-iodo-phenylamino)-N-(2-hydroxy-ethoxy)-5-[(2-methylsulfanyl-ethyoxyimino)-methyl]-benzamide (104.8 mg, 0.184 mmol) was dissolved in methylene chloride (anhydrous, 10 mL). Borane-pyridine complex (140 μL, 1.38 mmol) and then dichloroacetic acid (115 μL, 1.38 mmol) were added thereto with cooling the reaction vessel in an ice-bath under a nitrogen atmosphere. The ice-bath was removed, and the mixture was stirred at room temperature for 17 hours. After complet... Product: C(C)OC(CC1=CC(=CC=C1)OC1=C(C=C(C=C1)[N+](=O)[O-])C=O)=O ([3-(2-Formyl-4-nitro-phenoxy)-phenyl]-acetic acid ethyl ester). The reactants are C(C)OC(CC1=CC(=CC=C1)O)=O ((3-hydroxy-phenyl)-acetic acid ethyl ester), FC1=C(C=O)C=C(C=C1)[N+](=O)[O-] (2-fluoro-5-nitrobenzaldehyde). RXN SMILES: [CH2:1]([O:3][C:4](=[O:13])[CH2:5][C:6]1[CH:11]=[CH:10][CH:9]=[C:8]([OH:12])[CH:7]=1)[CH3:2].F[C:15]1[CH:22]=[CH:21][C:20]([N+:23]([O-:25])=[O:24])=[CH:19][C:16]=1[CH:17]=[O:18]>>[CH2:1]([O:3][C:4](=[O:13])[CH2:5][C:6]1[CH:11]=[CH:10][CH:9]=[C:8]([O:12][C:15]2[CH:22]=[CH:21][C:20]([N+:23]([O-:25])=[O:24])=[CH:19][C:16]=2[CH:17]=[O:18])[CH:7]=1)[CH3:2]. Reported procedure: Prepared according to the procedure described in Example 2, Step 2, using the following starting materials: (3-hydroxy-phenyl)-acetic acid ethyl ester and 2-fluoro-5-nitrobenzaldehyde. The reactants are BrC=1C(=C(C(=CC1I)I)O)I (3-bromo-2,4,6-triiodophenol), FC(C(=O)Cl)(C(C(Br)(F)F)(Br)F)F (2,2,3,4,4-pentafluoro-3,4-dibromo-butyryl chloride). Run in N1=CC=CC=C1 (pyridine). Yields the product IC1=C(C(=CC(=C1Br)I)I)OC(C(C(C(Br)(F)F)(Br)F)(F)F)=O ((2,4,6-triiodo-3-bromo-phenyl)-2,2,3,4,4-pentafluoro-3,4-dibromobutyrate). Reaction SMILES: [Br:1][C:2]1[C:3]([I:11])=[C:4]([OH:10])[C:5]([I:9])=[CH:6][C:7]=1[I:8].[F:12][C:13]([F:24])([C:17]([F:23])([Br:22])[C:18]([F:21])([F:20])[Br:19])[C:14](Cl)=[O:15]>N1C=CC=CC=1>[I:11][C:3]1[C:2]([Br:1])=[C:7]([I:8])[CH:6]=[C:5]([I:9])[C:4]=1[O:10][C:14](=[O:15])[C:13]([F:12])([F:24])[C:17]([F:23])([Br:22])[C:18]([F:21])([F:20])[Br:19]. Reported procedure: 20.3 grams of 3-bromo-2,4,6-triiodophenol (m.p 155°-157° C.) were dissolved in 50 ml of pyridine 13.0 grams of 2,2,3,4,4-pentafluoro-3,4-dibromo-butyryl chloride were added dropwise through a dropping funnel with stirring. The mixture was stirred overnight at room temperature. The mixture was washed in a separatory funnel twice with 250 ml of DI water, then filtered through a column of silica and the solvent evaporated. The material was then chromatographed on a column of silica using FREON 113 ... The reactants are C(C)N(C1=NC(=CC(=N1)Cl)Cl)CC (2-Diethylamino-4,6-dichloropyrimidine), N1CCNCC1 (piperazine). The solvent is C(C)O (ethanol). Yields the product C(C)N(C1=NC(=CC(=N1)N1CCNCC1)Cl)CC (2-diethylamino-4-piperazino-6-chloropyrimidine). Reaction SMILES: [CH2:1]([N:3]([CH2:12][CH3:13])[C:4]1[N:9]=[C:8]([Cl:10])[CH:7]=[C:6](Cl)[N:5]=1)[CH3:2].[NH:14]1[CH2:19][CH2:18][NH:17][CH2:16][CH2:15]1>C(O)C>[CH2:12]([N:3]([CH2:1][CH3:2])[C:4]1[N:5]=[C:6]([N:14]2[CH2:19][CH2:18][NH:17][CH2:16][CH2:15]2)[CH:7]=[C:8]([Cl:10])[N:9]=1)[CH3:13]. Procedure details: 2-Diethylamino-4,6-dichloropyrimidine (10 g) is reacted with piperazine (14.45 g) in ethanol (200 ml) at reflux for 2 hr. The mixture is concentrated and the product isolated by silica gel chromatography giving 2-diethylamino-4-piperazino-6-chloropyrimidine. The 2-diethylamino-4-piperazino-6-chloropyrimidine (8 g) is heated neat at 70° for 16 hr. Then water (2.5 ml) is added and the mixture is heated at 100° for 50 hr. The mixture is chromatographed on silica gel, the appropriate fractions are p... The reactants are CC1CCCN(c2cc3nc(C(C)(C)C)sc3cc2[N+](=O)[O-])C1, CO. Yields the product CC1CCCN(c2cc3nc(C(C)(C)C)sc3cc2N)C1. As a reaction SMILES: [C:1]([CH3:2])([CH3:3])([CH3:4])[c:5]1[s:6][c:7]2[c:8]([n:9]1)[cH:10][c:11]([N:17]1[CH2:18][CH:19]([CH3:23])[CH2:20][CH2:21][CH2:22]1)[c:12]([N+:14]([O-:15])=[O:16])[cH:13]2.[CH3:24][OH:25]>>[C:1]([CH3:2])([CH3:3])([CH3:4])[c:5]1[s:6][c:7]2[c:8]([n:9]1)[cH:10][c:11]([N:17]1[CH2:18][CH:19]([CH3:23])[CH2:20][CH2:21][CH2:22]1)[c:12]([NH2:14])[cH:13]2. Starting materials: CN(C(=O)OC(C)(C)C)C1CCC(=O)CC1, CC(C)(C)[O-], [K+], C1CCOC1, [C-]#[N+]CS(=O)(=O)c1ccccc1C. Yields the product CN(C(=O)OC(C)(C)C)C1CCC(C#N)CC1. RXN SMILES: [CH3:1][N:2]([C:3]([O:4][C:5]([CH3:6])([CH3:7])[CH3:8])=[O:9])[CH:10]1[CH2:11][CH2:12][C:13](=[O:16])[CH2:14][CH2:15]1.[CH3:30][C:31]([CH3:32])([O-:33])[CH3:34].[K+:35].[O:36]1[CH2:37][CH2:38][CH2:39][CH2:40]1.[c:17]1([CH3:18])[c:19]([S:20](=[O:22])(=[O:23])[CH2:26][N+:27]#[C-:21])[cH:24][cH:25][cH:28][cH:29]1>>[CH3:1][N:2]([C:3]([O:4][C:5]([CH3:6])([CH3:7])[CH3:8])=[O:9])[CH:10]1[CH2:11][CH2:12][CH:13]([C:26]#[N:27])[CH2:14][CH2:15]1. Reactants: CCCCC(Br)C(=O)c1ccccc1, COC(=O)CC(=O)OC, CS(C)=O, [H-], [Na+]. Yields the product CCCCC(C(=O)c1ccccc1)C(C(=O)OC)C(=O)OC. RXN SMILES: [Br:12][CH:13]([C:14](=[O:15])[c:16]1[cH:17][cH:18][cH:19][cH:20][cH:21]1)[CH2:22][CH2:23][CH2:24][CH3:25].[C:3]([CH2:4][C:5](=[O:6])[O:7][CH3:8])(=[O:9])[O:10][CH3:11].[CH3:26][S:27]([CH3:28])=[O:29].[H-:2].[Na+:1]>>[C:3]([CH:4]([C:5](=[O:6])[O:7][CH3:8])[CH:13]([C:14](=[O:15])[c:16]1[cH:17][cH:18][cH:19][cH:20][cH:21]1)[CH2:22][CH2:23][CH2:24][CH3:25])(=[O:9])[O:10][CH3:11]. Starting materials: OCC1CC2CCCCN2CC1 (2-Hydroxymethylquinolizidine), acid chloride, CN1C=C(C2=CC=CC=C12)C(=O)O (1-methylindole-3-carboxylic acid). Product: C1C(CCN2CCCCC12)COC(=O)C1=CN(C2=CC=CC=C12)C (Quinolizidin-2-ylmethyl-1-methylindole-3-carboxylate). RXN SMILES: [OH:1][CH2:2][CH:3]1[CH2:12][CH2:11][N:10]2[CH:5]([CH2:6][CH2:7][CH2:8][CH2:9]2)[CH2:4]1.[CH3:13][N:14]1[C:22]2[C:17](=[CH:18][CH:19]=[CH:20][CH:21]=2)[C:16]([C:23](O)=[O:24])=[CH:15]1>>[CH2:4]1[CH:5]2[N:10]([CH2:9][CH2:8][CH2:7][CH2:6]2)[CH2:11][CH2:12][CH:3]1[CH2:2][O:1][C:23]([C:16]1[C:17]2[C:22](=[CH:21][CH:20]=[CH:19][CH:18]=2)[N:14]([CH3:13])[CH:15]=1)=[O:24]. Reported procedure: eq-2-Hydroxymethylquinolizidine (N. J. Leonard et al, J. Org. Chem., 1957, 22, 1445) was reacted with the acid chloride of 1-methylindole-3-carboxylic acid using the method of Example 1. The product was chromatographed on silica gel eluting with ethyl acetate. The resulting pale yellow oil was crystallised from n-pentane to afford the title compound (E15) as a white crystalline solid mp 115°-116° C. Reactants: C(C)(C)(C)OC(N[C@@H]1[C@H](OCC(C1)=O)C1=C(C=CC(=C1)F)F)=O (tert-butyl[(2R,3S)-5-oxo-2-(2,5-difluorophenyl)tetrahydro-2H-pyran-3-yl]carbamate), C[Si](C)(C)C=[N+]=[N-] (trimethylsilyldiazomethane), C1(=CC=C(C=C1)S(=O)(=O)[O-])C.[NH+]1=CC=CC=C1 (pyridiniump-toluenesulfonate), Intermediate 2, B(F)(F)F.CCOCC (boron trifluoride diethyl etherate). The solvent is C(Cl)Cl (DCM), C(=O)(O)[O-].[Na+] (NaHCO3), C(C)OCC (diethyl ether), C(=O)(O)[O-].[Na+] (NaHCO3), C(Cl)Cl (DCM), CO (methanol), C(Cl)Cl (DCM). Run at temperature -78 celsius, time 10 minute. The product is C(C)(C)(C)OC(N[C@@H]1[C@H](OCCC(C1)=O)C1=C(C=CC(=C1)F)F)=O (tert-Butyl[(2R,3S)-2-(2,5-difluorophenyl)-5-oxooxepan-3-yl]carbamate). As a reaction SMILES: [C:1]([O:5][C:6](=[O:23])[NH:7][C@H:8]1[CH2:13][C:12](=[O:14])[CH2:11][O:10][C@@H:9]1[C:15]1[CH:20]=[C:19]([F:21])[CH:18]=[CH:17][C:16]=1[F:22])([CH3:4])([CH3:3])[CH3:2].B(F)(F)F.[CH3:28]COCC.C[Si](C=[N+]=[N-])(C)C.C1(C)C=CC(S([O-])(=O)=O)=CC=1.[NH+]1C=CC=CC=1>C(Cl)Cl.C(OCC)C.C([O-])(O)=O.[Na+].CO>[C:1]([O:5][C:6](=[O:23])[NH:7][C@H:8]1[CH2:13][C:12](=[O:14])[CH2:11][CH2:28][O:10][C@@H:9]1[C:15]1[CH:20]=[C:19]([F:21])[CH:18]=[CH:17][C:16]=1[F:22])([CH3:2])([CH3:4])[CH3:3] |f:1.2,4.5,8.9|. Reported procedure: To a solution of tert-butyl[(2R,3S)-5-oxo-2-(2,5-difluorophenyl)tetrahydro-2H-pyran-3-yl]carbamate (Intermediate 2 in U.S. Pat. No. 7,678,905, the contents of which are herein incorporated by reference in their entirety) (6 g, 18.3 mmol) in DCM (185 mL) cooled to −78° C. was added boron trifluoride diethyl etherate (9.3 mL, 73.3 mmol) dropwise via syringe. After stirring 10 min at −78° C., trimethylsilyldiazomethane (11 mL, 22 mmol, 2 M in hexane) was added dropwise via syringe and the reaction ...